Dataset: the Open Reaction Database (ORD), a public repository of structured organic reaction records. Task: describe an organic reaction: reactants, conditions, products, and yield Reactants: C1COCCOCCOCCOCCO1, CC#N, Fc1nc(F)c(F)c(F)c1F, [Na], O=C1NS(=O)(=O)c2ccccc21, O. Yields the product O=C1c2ccccc2S(=O)(=O)N1c1c(F)c(F)nc(F)c1F. Reaction SMILES: [CH2:25]1[O:26][CH2:27][CH2:28][O:29][CH2:30][CH2:31][O:32][CH2:33][CH2:34][O:35][CH2:36][CH2:37][O:38][CH2:39]1.[CH3:40][C:41]#[N:42].[F:14][c:15]1[c:16]([F:24])[c:17]([F:23])[c:18]([F:22])[c:19]([F:21])[n:20]1.[Na:1].[O:2]=[C:3]1[NH:4][S:5](=[O:6])(=[O:7])[c:8]2[cH:9][cH:10][cH:11][cH:12][c:13]21.[OH2:43]>>[O:2]=[C:3]1[N:4]([c:17]2[c:16]([F:24])[c:15]([F:14])[n:20][c:19]([F:21])[c:18]2[F:22])[S:5](=[O:6])(=[O:7])[c:8]2[cH:9][cH:10][cH:11][cH:12][c:13]21.